Dataset: the Open Reaction Database (ORD), a public repository of structured organic reaction records. Task: describe an organic reaction: reactants, conditions, products, and yield Reactants: NC=1C(=NC=C(C1)Br)N1CCC(CC1)CC(=O)N1CCN(CCC1)C (2-(3′-amino-5′-bromo-3,4,5,6-tetrahydro-2H-[1,2′]bipyridinyl-4-yl)-1-(4-methyl-[1,4]diazepan-1-yl)-ethanone), ClC=1C=C(C(=O)Cl)C=CC1 (3-chlorobenzoyl chloride). The solvent is C(C)#N (acetonitrile). Run at time 8 hour. The product is BrC=1C=C(C(=NC1)N1CCC(CC1)CC(=O)N1CCN(CCC1)C)NC(C1=CC(=CC=C1)Cl)=O (N-{5′-bromo-4-[2-(4-methyl-[1,4]diazepan-1-yl)-2-oxo-ethyl]-3,4,5,6-tetrahydro-2H-[1,2′]bipyridinyl-3′-yl}-3-chloro-benzamide). The yield is 65.8%. As a reaction SMILES: [NH2:1][C:2]1[C:3]([N:9]2[CH2:14][CH2:13][CH:12]([CH2:15][C:16]([N:18]3[CH2:24][CH2:23][CH2:22][N:21]([CH3:25])[CH2:20][CH2:19]3)=[O:17])[CH2:11][CH2:10]2)=[N:4][CH:5]=[C:6]([Br:8])[CH:7]=1.[Cl:26][C:27]1[CH:28]=[C:29]([CH:33]=[CH:34][CH:35]=1)[C:30](Cl)=[O:31]>C(#N)C>[Br:8][C:6]1[CH:7]=[C:2]([NH:1][C:30](=[O:31])[C:29]2[CH:33]=[CH:34][CH:35]=[C:27]([Cl:26])[CH:28]=2)[C:3]([N:9]2[CH2:10][CH2:11][CH:12]([CH2:15][C:16]([N:18]3[CH2:24][CH2:23][CH2:22][N:21]([CH3:25])[CH2:20][CH2:19]3)=[O:17])[CH2:13][CH2:14]2)=[N:4][CH:5]=1. Reported procedure: To a solution of 0.350 g (0.853 mmol) of 2-(3′-amino-5′-bromo-3,4,5,6-tetrahydro-2H-[1,2′]bipyridinyl-4-yl)-1-(4-methyl-[1,4]diazepan-1-yl)-ethanone in acetonitrile (50 mL) is added 0.15 g (0.853 mmol) of 3-chlorobenzoyl chloride. The mixture is stirred overnight at room temperature during which time a solid precipitates from solution. The formed solid is collected by filtration, washed with cold diethyl ether and dried on the filter pad to provide 0.308 g (66.0%) of N-{5′-bromo-4-[2-(4-methyl-[... Reactants: OCCC1NCCN(C1)C1=C(C=CC=C1)C (2-(2-Hydroxyethyl)-4-(2-methylphenyl)piperazine), N1=CNC2=C1C=CC(=C2)C(=O)NC2=CC=C(C=C2)CC(=O)O (4-(5-benzimidazolylcarbonylamino)phenylacetic acid), C=1C=CC2=C(C1)N=NN2O (HOBT), C(CCl)Cl (EDC), CCN(C(C)C)C(C)C (DIEA). The solvent is CN(C)C=O (DMF). Conditions: time 18 hour. Product: N1=CNC2=C1C=CC(=C2)C(=O)NC2=CC=C(C=C2)CC(=O)N2C(CN(CC2)C2=C(C=CC=C2)C)CCO (1-(4-(5-Benzimidazolylcarbonylamino)phenylacetyl)-2-(2-hydroxyethyl)-4-(2-methylphenyl)piperazine). Reaction SMILES: [OH:1][CH2:2][CH2:3][CH:4]1[CH2:9][N:8]([C:10]2[CH:15]=[CH:14][CH:13]=[CH:12][C:11]=2[CH3:16])[CH2:7][CH2:6][NH:5]1.[N:17]1[C:21]2[CH:22]=[CH:23][C:24]([C:26]([NH:28][C:29]3[CH:34]=[CH:33][C:32]([CH2:35][C:36](O)=[O:37])=[CH:31][CH:30]=3)=[O:27])=[CH:25][C:20]=2[NH:19][CH:18]=1.C1C=CC2N(O)N=NC=2C=1.C(Cl)CCl.CCN(C(C)C)C(C)C>CN(C=O)C>[N:17]1[C:21]2[CH:22]=[CH:23][C:24]([C:26]([NH:28][C:29]3[CH:34]=[CH:33][C:32]([CH2:35][C:36]([N:5]4[CH2:6][CH2:7][N:8]([C:10]5[CH:15]=[CH:14][CH:13]=[CH:12][C:11]=5[CH3:16])[CH2:9][CH:4]4[CH2:3][CH2:2][OH:1])=[O:37])=[CH:31][CH:30]=3)=[O:27])=[CH:25][C:20]=2[NH:19][CH:18]=1. Procedure details: To a stirred solution of 2-(2-hydroxyethyl)-4-(2-methylphenyl)piperazine from Step 2 of Example 20 (0.20 g; 0.91 mmol), 4-(5-benzimidazolylcarbonylamino)phenylacetic acid (0.299 g; 1.00 mmol), HOBT (0.14 g; 1.0 mmol), and EDC (0.210 g; 1.09 mmol) in DMF (30 mL) was added DIEA (0.23 mL; 1.3 mmol). The reaction was stirred at ambient temperature for 18 h and the solvent was evaporated under reduced pressure. The residue was partitioned between CH2Cl2 and saturated aqueous NaHCO3. The organic phase... Reactants: N1N=CN=C1 (1,2,4-triazole), [OH-].[Na+] (sodium hydroxide), C(C)(C)(C)C1(OC1)CCC1=CC=C(C=C1)Cl (2-tert.-butyl-2-(4-chloro-phenyl-ethyl)-oxirane), C(=O)=O (CO2). The solvent is CN1C(CCC1)=O (N-methyl-pyrrolidone), O (water). Reaction conditions: temperature 120 celsius. The product is ClC1=CC=C(C=C1)CCC(C(C)(C)C)(O)CN1N=CN=C1 (1-(4-chloro-phenyl)-4,4-dimethyl-3-(1,2,4-triazol-1-yl-methyl)-pentan-3-ol). Isolated yield 88.7%. RXN SMILES: [NH:1]1[CH:5]=[N:4][CH:3]=[N:2]1.[OH-].[Na+].[C:8]([C:12]1([CH2:15][CH2:16][C:17]2[CH:22]=[CH:21][C:20]([Cl:23])=[CH:19][CH:18]=2)[CH2:14][O:13]1)([CH3:11])([CH3:10])[CH3:9].C(=O)=O>CN1CCCC1=O.O>[Cl:23][C:20]1[CH:19]=[CH:18][C:17]([CH2:16][CH2:15][C:12]([CH2:14][N:1]2[CH:5]=[N:4][CH:3]=[N:2]2)([OH:13])[C:8]([CH3:10])([CH3:9])[CH3:11])=[CH:22][CH:21]=1 |f:1.2|. Procedure details: 20.7 g (0.3 mole) of 1,2,4-triazole, 4.15 g (0.103 mole) of sodium hydroxide and 1 ml of water were added to a solution of 71.55 g (0.3 mole) of 2-tert.-butyl-2-(4-chloro-phenyl-ethyl)-oxirane in 125 ml of N-methyl-pyrrolidone at room temperature, with stirring. The reaction mixture was heated at 120° C. for 4 hours, with stirring, during which a dry stream of CO2 -free air was slowly passed through. Thereafter, the mixture was worked up by a procedure in which the solvent was distilled off unde...